From a dataset of the Open Reaction Database (ORD), a public repository of structured organic reaction records. describe an organic reaction: reactants, conditions, products, and yield Starting materials: [H-].[Na+] (Sodium hydride), CN(CCO)C (2-dimethylaminoethanol), NC1=CC(=NC=C1)Cl (4-amino-2-chloropyridine). The solvent is C1(=CC=CC=C1)C (toluene). Run at time 40 minute. Product: CN(CCOC1=NC=CC(=C1)N)C (2-(2-Dimethylamino-ethoxy)-pyridin-4-ylamine). Yield: 62.5%. As a reaction SMILES: [H-].[Na+].[CH3:3][N:4]([CH3:8])[CH2:5][CH2:6][OH:7].[NH2:9][C:10]1[CH:15]=[CH:14][N:13]=[C:12](Cl)[CH:11]=1>C1(C)C=CC=CC=1>[CH3:3][N:4]([CH3:8])[CH2:5][CH2:6][O:7][C:12]1[CH:11]=[C:10]([NH2:9])[CH:15]=[CH:14][N:13]=1 |f:0.1|. Reported procedure: Sodium hydride (159 mg, 60% mineral oil dispersion, 3.98 mmol) was placed in a dried flask under a nitrogen atmosphere, followed by sequential addition of anhydrous toluene (10 ml) and 2-dimethylaminoethanol (177 mg, 2.0 mmol) with a syringe. After the resulting mixture was stirred at room temperature for 40 minutes, 4-amino-2-chloropyridine (203 mg, 1.59 mmol) was added, followed by heating to reflux for 16 hours. The reaction mixture was cooled, which was subsequently added dropwise slowly ont... Reactants: CCOCCO, ClCCl, NCc1cccnc1, S=C1Nc2ccccc2Nc2ccccc21. Yields the product c1cncc(CNC2=Nc3ccccc3Nc3ccccc32)c1. As a reaction SMILES: [CH3:28][CH2:29][O:30][CH2:31][CH2:32][OH:33].[Cl:25][CH2:26][Cl:27].[NH2:17][CH2:18][c:19]1[cH:20][n:21][cH:22][cH:23][cH:24]1.[cH:1]1[cH:2][cH:3][cH:4][c:5]2[c:11]1[C:10](=[S:12])[NH:9][c:8]1[c:7]([cH:16][cH:15][cH:14][cH:13]1)[NH:6]2>>[cH:1]1[cH:2][cH:3][cH:4][c:5]2[c:11]1[C:10]([NH:17][CH2:18][c:19]1[cH:20][n:21][cH:22][cH:23][cH:24]1)=[N:9][c:8]1[c:7]([cH:16][cH:15][cH:14][cH:13]1)[NH:6]2.